This data is from the Open Reaction Database (ORD), a public repository of structured organic reaction records. The task is: describe an organic reaction: reactants, conditions, products, and yield Starting materials: CC(=O)O, CC(C)(C)OC(=O)NC1CCC(=O)CC1, CC(C)Oc1ccccc1C1CCNCC1, ClCCl. The product is CC(C)Oc1ccccc1C1CCN(C2CCC(NC(=O)OC(C)(C)C)CC2)CC1. RXN SMILES: [C:16]([OH:17])(=[O:18])[CH3:19].[C:1]([CH3:2])([CH3:3])([CH3:4])[O:5][C:6]([NH:7][CH:8]1[CH2:9][CH2:10][C:11](=[O:14])[CH2:12][CH2:13]1)=[O:15].[CH:20]([CH3:21])([CH3:22])[O:23][c:24]1[c:25]([CH:30]2[CH2:31][CH2:32][NH:33][CH2:34][CH2:35]2)[cH:26][cH:27][cH:28][cH:29]1.[Cl:36][CH2:37][Cl:38]>>[C:1]([CH3:2])([CH3:3])([CH3:4])[O:5][C:6]([NH:7][CH:8]1[CH2:9][CH2:10][CH:11]([N:33]2[CH2:32][CH2:31][CH:30]([c:25]3[c:24]([O:23][CH:20]([CH3:21])[CH3:22])[cH:29][cH:28][cH:27][cH:26]3)[CH2:35][CH2:34]2)[CH2:12][CH2:13]1)=[O:15]. Starting materials: NC=1C=CC=C2CC(CNC12)NC(OC(C)(C)C)=O (t-butyl (8-amino-1,2,3,4-tetrahydro-3-quinolyl)carbamate), hydrochloride salt, CO.CCOCC (methanol ether). The product is C1(=CC=CC=C1)CN(C1CN2C3=C(C=CC=C3C1)NC2=O)C (5-((Phenylmethyl)methylamino)-5,6-dihydro-4H-imidazo(4,5,1-ij)quinoline-2(1H)-one). As a reaction SMILES: [NH2:1][C:2]1[CH:3]=[CH:4][CH:5]=[C:6]2[C:11]=1[NH:10][CH2:9][CH:8]([NH:12][C:13](=O)OC(C)(C)C)[CH2:7]2.[CH3:20][OH:21].CCO[CH2:25][CH3:26]>>[C:25]1([CH2:26][N:12]([CH3:13])[CH:8]2[CH2:7][C:6]3[C:11]4=[C:2]([NH:1][C:20](=[O:21])[N:10]4[CH2:9]2)[CH:3]=[CH:4][CH:5]=3)[CH:4]=[CH:3][CH:2]=[CH:11][CH:6]=1 |f:1.2|. Procedure details: This compound was prepared by following the procedure of Example 44 part B, but substituting 1,2,3,4-tetrahydro-N3 -methyl-N3 -(phenylmethyl)quinoline-3,8-diamine for t-butyl (8-amino-1,2,3,4-tetrahydro-3-quinolyl)carbamate. The bulk of the product was converted to the hydrochloride salt, mp 145°-149° C. from methanol/ether.